describe an organic reaction: reactants, conditions, products, and yield From a dataset of the Open Reaction Database (ORD), a public repository of structured organic reaction records. Reactants: S(=O)(Cl)Cl (thionyl chloride), OC1(CN2CCC1CC2)C2=CC=NC=C2 (3-hydroxy-3-(4-pyridinyl)-1-azabicyclo[2.2.2]octane). Product: Cl.Cl.ClC1(CN2CCC1CC2)C2=CC=NC=C2 (3-chloro-3-(4-pyridinyl)-1-azabicyclo[2.2.2]octane dihydrochloride). Yield: 3.4%. Reaction SMILES: S(Cl)([Cl:3])=O.O[C:6]1([C:14]2[CH:19]=[CH:18][N:17]=[CH:16][CH:15]=2)[CH:11]2[CH2:12][CH2:13][N:8]([CH2:9][CH2:10]2)[CH2:7]1>>[ClH:3].[ClH:3].[Cl:3][C:6]1([C:14]2[CH:19]=[CH:18][N:17]=[CH:16][CH:15]=2)[CH:11]2[CH2:12][CH2:13][N:8]([CH2:9][CH2:10]2)[CH2:7]1 |f:2.3.4|. Procedure: By the procedure described in Example 5, thionyl chloride (2.38 ml, 32.7 mmol) and 3-hydroxy-3-(4-pyridinyl)-1-azabicyclo[2.2.2]octane (3.34 g, 15.4 mmol, prepared as in Example 10a) gave 0.11 g of 3-chloro-3-(4-pyridinyl)-1-azabicyclo[2.2.2]octane dihydrochloride; m.p. 165°-170° C.; Found: C, 46.78; H, 5.97; N, 8.77. C12H17N2Cl3.0.75H2O requires C, 46.62; H, 6.03; N, 9.06; δ(360 MHz, D2O) 8.882 (2H, d, J= 7.0 Hz, py-H), 8.231 (2H, d, J=7.9 Hz, py-H), 4.38 (2H, m, H2 -2), 3.70-3.15 (4H, m, H2 -6... Reactants: CCO, NN, COC(=O)C(=O)NCCCOc1ccccc1, O. Yields the product NNC(=O)C(=O)NCCCOc1ccccc1. RXN SMILES: [CH3:21][CH2:22][OH:23].[NH2:2][NH2:3].[O:4]=[C:5]([C:6](=[O:7])[O:8][CH3:9])[NH:10][CH2:11][CH2:12][CH2:13][O:14][c:15]1[cH:16][cH:17][cH:18][cH:19][cH:20]1.[OH2:1]>>[NH:2]([NH2:3])[C:6]([C:5](=[O:4])[NH:10][CH2:11][CH2:12][CH2:13][O:14][c:15]1[cH:16][cH:17][cH:18][cH:19][cH:20]1)=[O:7]. Reactants: S(=O)(=O)(OC)OC (Dimethyl sulfate), ClC1=CC=CC2=C1N=CS2=O (4-Chlorobenzothiazolone), [OH-].[Na+] (sodium hydroxide), C1(=CC=CC=C1)C (toluene). Reagents/catalysts: [Br-].C(CCC)[N+](CCCC)(CCCC)CCCC (tetra-n-butylammonium bromide). Solvent: O (water). Reaction conditions: time 1 hour. The product is ClC1=CC=CC2=C1N(CS2=O)C (4-chloro-N-methylbenzothiazolone). The yield is 98.2%. Reaction SMILES: [Cl:1][C:2]1[C:7]2[N:8]=[CH:9][S:10](=[O:11])[C:6]=2[CH:5]=[CH:4][CH:3]=1.[OH-].[Na+].[C:14]1(C)C=CC=CC=1.S(OC)(OC)(=O)=O>O.[Br-].C([N+](CCCC)(CCCC)CCCC)CCC>[Cl:1][C:2]1[C:7]2[N:8]([CH3:14])[CH2:9][S:10](=[O:11])[C:6]=2[CH:5]=[CH:4][CH:3]=1 |f:1.2,6.7|. Reported procedure: 4-Chlorobenzothiazolone (9.28 g, 0.05 mole) was dissolved in a solution of sodium hydroxide (3.19 g, 0.075 mole) in water (220 ml), and tetra-n-butylammonium bromide (0.48 g, 0.0015 mole) and toluene (80 ml) were added thereto. Dimethyl sulfate (9.40 g, 0.075 mole) was added dropwise thereto at room temperature, and the mixture was stirred at room temperature for 1 hour, followed by phase-separation. The toluene layer was washed once with water, and the solvent was removed under reduced pressure... Starting materials: ClC1=CC=C(C=C1)C1=CNC2=CC=NC(=C2C1=O)NC1=C(C=CC=C1)Cl (3-(4-Chlorophenyl)-1,4-dihydro-4-oxo-5-(2-chlorophenylamino)-1,6-naphthyridine), C(CC1=CC=CC=C1)N (phenethylamine), ClC1=C(N)C=CC=C1 (2-chloroaniline). Product: C1(=CC=C(C=C1)C1=CNC2=CC=NC(=C2C1=O)NCCC1=CC=CC=C1)C (3-(p-Tolyl)-1,4-dihydro-4-oxo-5-phenethylamino-1,6-naphthyridine). RXN SMILES: Cl[C:2]1[CH:7]=[CH:6][C:5]([C:8]2[C:17](=[O:18])[C:16]3[C:11](=[CH:12][CH:13]=[N:14][C:15]=3[NH:19][C:20]3[CH:25]=[CH:24][CH:23]=[CH:22][C:21]=3Cl)[NH:10][CH:9]=2)=[CH:4][CH:3]=1.[CH2:27](N)[CH2:28]C1C=CC=CC=1.Cl[C:37]1C=CC=CC=1N>>[C:2]1([CH3:37])[CH:7]=[CH:6][C:5]([C:8]2[C:17](=[O:18])[C:16]3[C:11](=[CH:12][CH:13]=[N:14][C:15]=3[NH:19][CH2:20][CH2:21][C:22]3[CH:23]=[CH:24][CH:25]=[CH:28][CH:27]=3)[NH:10][CH:9]=2)=[CH:4][CH:3]=1. Procedure details: 3-(4-Chlorophenyl)-1,4-dihydro-4-oxo-5-(2-chlorophenylamino)-1,6-naphthyridine The title compound was prepared as described in Example 1 above except that phenethylamine was replaced with 2-chloroaniline. MS 382 (M+1)+. Reactants: N,N'-carbonyldiimidazole, C1CSS[C@H]1CCCCC(=O)O ((S)-α-lipoic acid), CS(=O)(=O)N (methanesulfonamide), [H-].[Na+] (sodium hydride). The solvent is CN(C=O)C (dimethylformamide), CN(C=O)C (dimethylformamide). Reaction conditions: time 30 minute. Product: S1S[C@H](CC1)CCCCC(=O)NS(=O)(=O)C ((S)-N-[5-(1,2-Dithiolan-3-yl)pentanoyl]methanesulfonamide). The yield is 37.4%. As a reaction SMILES: [CH2:1]1[C@H:5]([CH2:6][CH2:7][CH2:8][CH2:9][C:10]([OH:12])=O)[S:4][S:3][CH2:2]1.[CH3:13][S:14]([NH2:17])(=[O:16])=[O:15].[H-].[Na+]>CN(C)C=O>[S:3]1[CH2:2][CH2:1][C@H:5]([CH2:6][CH2:7][CH2:8][CH2:9][C:10]([NH:17][S:14]([CH3:13])(=[O:16])=[O:15])=[O:12])[S:4]1 |f:2.3|. Procedure details: 300 mg of (S)-α-lipoic acid were dissolved in 6 ml of anhydrous dimethylformamide, and 276 mg of N,N'-carbonyldiimidazole and 1 ml of anhydrous dimethylformamide were added to the solution, whilst ice-cooling. The mixture was then stirred at room temperature for 1 hour and 30 minutes. At the end of this time, 162 mg of methanesulfonamide and 74 mg of sodium hydride (as a 55% w/w dispersion in mineral oil) were added to the reaction mixture, whilst ice-cooling, and the mixture was stirred at room... Reactants: compound, NC1=CC=CC=C1 (Aniline), solution, C(CCC)OCl (BuOCl), TEA, solution, CSCC(=O)OCC (MeSCH2CO2Et), O (water), reagent. The reagents and catalysts are [Ni] (Ra—Ni). The solvent is CO (MeOH), CN(C)P(=O)(N(C)C)N(C)C (HMPA), C(Cl)Cl (methylene chloride), C(Cl)Cl (methylene chloride), C(Cl)Cl (methylene chloride), C(Cl)Cl (methylene chloride). Reaction conditions: temperature -70 celsius, time 15 minute. Product: N1C=CC2=CC=CC=C12 (Indole). As a reaction SMILES: [NH2:1][C:2]1[CH:7]=[CH:6][CH:5]=[CH:4][CH:3]=1.[CH2:8](OCl)[CH2:9]CC.CSCC(OCC)=O.O>C(Cl)Cl.CN(P(N(C)C)(N(C)C)=O)C.[Ni].CO>[NH:1]1[C:2]2[C:7](=[CH:6][CH:5]=[CH:4][CH:3]=2)[CH:9]=[CH:8]1. Reported procedure: The synthesis was carried out with reference to the disclosure of Reference Article 11. There was dissolved aniline (34) (16.8 mmol) in methylene chloride, the resulting solution was cooled to −70° C., a solution (8 ml) of separately synthesized BuOCl (16.8 mmol) in methylene chloride was dropwise added to the cooled solution and then the mixture was stirred at −70° C. for 15 minutes. To the reaction solution, there was dropwise added a solution (8 ml) of separately synthesized MeSCH2CO2Et (16.8...